From a dataset of the Open Reaction Database (ORD), a public repository of structured organic reaction records. describe an organic reaction: reactants, conditions, products, and yield Procedure: A mixture of 1-[1-(acetamidomethyl)ethyl]-1H-tetrazole-5-thiol (23 g) and 6 N aqueous hydrochloric acid (300 ml) was refluxed for 2 hours under stirring and evaporated to dryness. The residue was triturated with diethyl ether to give 1-[1-(aminomethyl)ethyl]-1H-tetrazole-5-thiol hydrochloride (19 g), mp 208° to 210° C. The reactants are C(C)(=O)NCC(C)N1N=NN=C1S (1-[1-(acetamidomethyl)ethyl]-1H-tetrazole-5-thiol), Cl (hydrochloric acid). As a reaction SMILES: C([NH:4][CH2:5][CH:6]([N:8]1[C:12]([SH:13])=[N:11][N:10]=[N:9]1)[CH3:7])(=O)C.[ClH:14]>>[ClH:14].[NH2:4][CH2:5][CH:6]([N:8]1[C:12]([SH:13])=[N:11][N:10]=[N:9]1)[CH3:7] |f:2.3|. Product: Cl.NCC(C)N1N=NN=C1S (1-[1-(aminomethyl)ethyl]-1H-tetrazole-5-thiol hydrochloride). Reactants: C(C1=CC=CC=C1)NC(=O)C=1C2=C(SC1O)C=CC=C2 (N-benzyl-2-hydroxybenzo(b)thiophene-3-carboxamide), [H][H] (hydrogen). Reagents/catalysts: [Pd] (palladium on carbon). The solvent is C(C)O (ethanol). The product is OC1=C(C2=C(S1)C=CC=C2)C(=O)N (2-hydroxybenzo(b)thiophene-3-carboxamide). Reaction SMILES: C([NH:8][C:9]([C:11]1[C:12]2[CH:20]=[CH:19][CH:18]=[CH:17][C:13]=2[S:14][C:15]=1[OH:16])=[O:10])C1C=CC=CC=1.[H][H]>[Pd].C(O)C>[OH:16][C:15]1[S:14][C:13]2[CH:17]=[CH:18][CH:19]=[CH:20][C:12]=2[C:11]=1[C:9]([NH2:8])=[O:10]. Procedure: A mixture of N-benzyl-2-hydroxybenzo(b)thiophene-3-carboxamide (4.3 g, 0.016 m), 10% palladium on carbon (2.0 g), and ethanol are stirred under a hydrogen atmosphere (40 p.s.i.) at 35° C. until hydrogen uptake is completed. The reaction mixture is filtered, the cake washed well with warm ethanol, and the combined filtrates concentrated in vacuo to yield 2-hydroxybenzo(b)thiophene-3-carboxamide. Reactants: Cl (Hydrogen chloride), C1(=CC=CC=C1)CCC#N (3-phenypropionitrile), CO (methanol). Run in CCOCC (Et2O). Conditions: time 3 hour. Yields the product Cl.COC(CCC1=CC=CC=C1)=N (3-Phenylpropionimidic acid methyl ester hydrochloride). As a reaction SMILES: [ClH:1].[C:2]1([CH2:8][CH2:9][C:10]#[N:11])[CH:7]=[CH:6][CH:5]=[CH:4][CH:3]=1.[CH3:12][OH:13]>CCOCC>[ClH:1].[CH3:12][O:13][C:10](=[NH:11])[CH2:9][CH2:8][C:2]1[CH:7]=[CH:6][CH:5]=[CH:4][CH:3]=1 |f:4.5|. Procedure details: Hydrogen chloride is bubbled into a cold (0° C.) solution of 3-phenypropionitrile (5.43 g, 41.4 mmol) in methanol (2.5 mL, 62.1 mmol) for 5 min, and the mixture stirred at rt for 3 h. The solid that formed is suspended in Et2O and filtered to give 7.8 g of the product 242. 1H NMR (CDCl3) δ 12.65 (s, 1 H), 11.65 (s, 1 H), 7.40-7.15 (m, 5 H), 4.24 (s, 3 H), 3.08 (s, 4 H) The reactants are N1C(CC1)C(=O)N (azetidine-2-carboxylic acid amide), ClCC(=O)Cl (chloroacetyl chloride). Yields the product ClCC(=O)N1[C@@H](CC1)C#N ((S)-1-(2-Chloroacetyl)azetidine-2-carbonitrile). The yield is 43.9%. RXN SMILES: [NH:1]1[CH2:4][CH2:3][CH:2]1[C:5]([NH2:7])=O.[Cl:8][CH2:9][C:10](Cl)=[O:11]>>[Cl:8][CH2:9][C:10]([N:1]1[CH2:4][CH2:3][C@H:2]1[C:5]#[N:7])=[O:11]. Procedure: In a similar procedure as employed in the Intermediate Example 1, the azetidine-2-carboxylic acid amide (161 mg) obtained above was reacted with chloroacetyl chloride (200 mg) and then subjected to dehydration reaction to give the title compound (112 mg, Y.:44%). The reactants are BrC=1C=C(C=C2C(NC3=CC=CC=C23)=O)C=C(C1OC)OC (3-(3-bromo-4,5-dimethoxybenzylidene)-1,3-dihydroindol-2-one), O (water), C([O-])([O-])=O.[Na+].[Na+] (sodium carbonate), C(C)OC=1C=C(C=CC1)B(O)O (3-ethoxyphenylboronic acid). The reagents and catalysts are C=1C=CC(=CC1)[P](C=2C=CC=CC2)(C=3C=CC=CC3)[Pd]([P](C=4C=CC=CC4)(C=5C=CC=CC5)C=6C=CC=CC6)([P](C=7C=CC=CC7)(C=8C=CC=CC8)C=9C=CC=CC9)[P](C=1C=CC=CC1)(C=1C=CC=CC1)C=1C=CC=CC1 (Tetrakis(triphenylphosphine)palladium(0)). Solvent: C1(=CC=CC=C1)C (toluene), C(C)O (ethanol). Run at time 12 hour. Product: C(C)OC=1C=C(C=CC1)C1=C(C=C(C(=C1)OC)OC)C=C1C(NC2=CC=CC=C12)=O (3-(3′-ethoxy-4,5-dimethoxybiphenyl-2-ylmethylene)-1,3-dihydroindol-2-one). Yield: 62.3%. RXN SMILES: Br[C:2]1[CH:3]=[C:4]([CH:16]=[C:17]([O:21][CH3:22])[C:18]=1[O:19][CH3:20])[CH:5]=[C:6]1[C:14]2[C:9](=[CH:10][CH:11]=[CH:12][CH:13]=2)[NH:8][C:7]1=[O:15].C(=O)([O-])[O-].[Na+].[Na+].[CH2:29]([O:31][C:32]1[CH:33]=[C:34](B(O)O)[CH:35]=[CH:36][CH:37]=1)[CH3:30].O>C1(C)C=CC=CC=1.C(O)C.C1C=CC([P]([Pd]([P](C2C=CC=CC=2)(C2C=CC=CC=2)C2C=CC=CC=2)([P](C2C=CC=CC=2)(C2C=CC=CC=2)C2C=CC=CC=2)[P](C2C=CC=CC=2)(C2C=CC=CC=2)C2C=CC=CC=2)(C2C=CC=CC=2)C2C=CC=CC=2)=CC=1>[CH2:29]([O:31][C:32]1[CH:37]=[C:36]([C:3]2[CH:2]=[C:18]([O:19][CH3:20])[C:17]([O:21][CH3:22])=[CH:16][C:4]=2[CH:5]=[C:6]2[C:14]3[C:9](=[CH:10][CH:11]=[CH:12][CH:13]=3)[NH:8][C:7]2=[O:15])[CH:35]=[CH:34][CH:33]=1)[CH3:30] |f:1.2.3,^1:55,57,76,95|. Procedure: Tetrakis(triphenylphosphine)palladium(0) (0.02 g, 0.02 mmol) was added to a solution of 3-(3-bromo-4,5-dimethoxybenzylidene)-1,3-dihydroindol-2-one (0.2 g, 0.56 mmol) in toluene (1 ml) and ethanol (1 ml), followed by addition of 2M aqueous sodium carbonate (1 ml, 2mmol). To this mixture was added 3-ethoxyphenylboronic acid (0.1 g, 0.62 mmol) and the mixture was held at 100° C. in a sealed tube for 12 hours. The reaction mixture was then added to water (40 ml) and extracted with ethyl acetate (2×... As a reaction SMILES: C1(P(C2C=CC=CC=2)C2C=CC=CC=2)C=CC=CC=1.N1C=CN=C1.[I:25]I.O[CH2:28][CH2:29][S:30][C:31]1[CH:36]=[CH:35][C:34]([N+:37]([O-:39])=[O:38])=[CH:33][C:32]=1[NH:40][CH:41]1[CH2:46][CH2:45][N:44]([C:47]([O:49][C:50]([CH3:53])([CH3:52])[CH3:51])=[O:48])[CH2:43][CH2:42]1>O1CCCC1.C(OCC)(=O)C>[I:25][CH2:28][CH2:29][S:30][C:31]1[CH:36]=[CH:35][C:34]([N+:37]([O-:39])=[O:38])=[CH:33][C:32]=1[NH:40][CH:41]1[CH2:46][CH2:45][N:44]([C:47]([O:49][C:50]([CH3:53])([CH3:52])[CH3:51])=[O:48])[CH2:43][CH2:42]1. Reported procedure: To a stirred solution of triphenylphosphine (1.178 g, 4.49 mmol) and imidazole (0.611 g, 8.98 mmol) in tetrahydrofuran (10 mL) at 0° C. was added iodine (1.292 g, 5.09 mmol). The resulting dark mixture was stirred at 0° C. After 5 minutes, tert-butyl 4-(2-(2-hydroxyethylthio)-5-nitrophenylamino)piperidine-1-carboxylate (1.19 g, 2.99 mmol) was added as a solution in tetrahydrofuran (5 mL). The mixture was then warmed to room temperature and stirred for 1 hour. The mixture was then diluted with et... Conditions: temperature 0 celsius, time 5 minute. Isolated yield 98.9%. Starting materials: OCCSC1=C(C=C(C=C1)[N+](=O)[O-])NC1CCN(CC1)C(=O)OC(C)(C)C (tert-butyl 4-(2-(2-hydroxyethylthio)-5-nitrophenylamino)piperidine-1-carboxylate), C1(=CC=CC=C1)P(C1=CC=CC=C1)C1=CC=CC=C1 (triphenylphosphine), N1C=NC=C1 (imidazole), II (iodine). Solvent: O1CCCC1 (tetrahydrofuran), C(C)(=O)OCC (ethyl acetate), O1CCCC1 (tetrahydrofuran). The product is ICCSC1=C(C=C(C=C1)[N+](=O)[O-])NC1CCN(CC1)C(=O)OC(C)(C)C (tert-Butyl 4-(2-(2-iodoethylthio)-5-nitrophenylamino)piperidine-1-carboxylate). Starting materials: CCO, Cl, Cl, Cc1cc(C)c2c(n1)CC(c1cc(F)ccc1C)CC2=O, N=C(N)NN, O. Yields the product Cl, Cc1cc(C)c2c(n1)CC(c1cc(F)ccc1C)CC2=NNC(=N)N. As a reaction SMILES: [CH3:30][CH2:31][OH:32].[ClH:22].[ClH:28].[F:1][c:2]1[cH:3][cH:4][c:5]([CH3:21])[c:6]([CH:8]2[CH2:9][C:10](=[O:20])[c:11]3[c:12]([CH3:19])[cH:13][c:14]([CH3:18])[n:15][c:16]3[CH2:17]2)[cH:7]1.[NH2:23][NH:24][C:25](=[NH:26])[NH2:27].[OH2:29]>>[ClH:22].[F:1][c:2]1[cH:3][cH:4][c:5]([CH3:21])[c:6]([CH:8]2[CH2:9][C:10](=[N:23][NH:24][C:25](=[NH:26])[NH2:27])[c:11]3[c:12]([CH3:19])[cH:13][c:14]([CH3:18])[n:15][c:16]3[CH2:17]2)[cH:7]1.